This data is from the Open Reaction Database (ORD), a public repository of structured organic reaction records. The task is: describe an organic reaction: reactants, conditions, products, and yield Reactants: CCOC(=O)c1ncoc1-c1ccc(Br)cc1, O=C([O-])[O-], CC(C)(C)O, CC1(C)c2cccc(P(c3ccccc3)c3ccccc3)c2Oc2c(P(c3ccccc3)c3ccccc3)cccc21, [Cs+], [Cs+], CC(C)(C)OC(=O)N1CCNCC1, O=C(C=Cc1ccccc1)C=Cc1ccccc1, O=C(C=Cc1ccccc1)C=Cc1ccccc1, C1COCCO1, O=C(C=Cc1ccccc1)C=Cc1ccccc1, [Pd], [Pd]. Product: CCOC(=O)c1ncoc1-c1ccc(N2CCN(C(=O)OC(C)(C)C)CC2)cc1. RXN SMILES: [Br:43][c:44]1[cH:45][cH:46][c:47](-[c:50]2[c:51]([C:55](=[O:56])[O:57][CH2:58][CH3:59])[n:52][cH:53][o:54]2)[cH:48][cH:49]1.[C:73](=[O:74])([O-:75])[O-:76].[C:85]([OH:86])([CH3:87])([CH3:88])[CH3:89].[CH3:1][C:2]1([CH3:3])[c:4]2[cH:5][cH:6][cH:7][c:8]([P:9]([c:10]3[cH:11][cH:12][cH:13][cH:14][cH:15]3)[c:16]3[cH:17][cH:18][cH:19][cH:20][cH:21]3)[c:22]2[O:23][c:24]2[c:25]1[cH:26][cH:27][cH:28][c:29]2[P:30]([c:31]1[cH:32][cH:33][cH:34][cH:35][cH:36]1)[c:37]1[cH:38][cH:39][cH:40][cH:41][cH:42]1.[Cs+:77].[Cs+:78].[N:60]1([C:66](=[O:67])[O:68][C:69]([CH3:70])([CH3:71])[CH3:72])[CH2:61][CH2:62][NH:63][CH2:64][CH2:65]1.[O:110]=[C:111]([CH:112]=[CH:113][c:114]1[cH:115][cH:116][cH:117][cH:118][cH:119]1)[CH:120]=[CH:121][c:122]1[cH:123][cH:124][cH:125][cH:126][cH:127]1.[O:128]=[C:129]([CH:130]=[CH:131][c:132]1[cH:133][cH:134][cH:135][cH:136][cH:137]1)[CH:138]=[CH:139][c:140]1[cH:141][cH:142][cH:143][cH:144][cH:145]1.[O:79]1[CH2:80][CH2:81][O:82][CH2:83][CH2:84]1.[O:92]=[C:93]([CH:94]=[CH:95][c:96]1[cH:97][cH:98][cH:99][cH:100][cH:101]1)[CH:102]=[CH:103][c:104]1[cH:105][cH:106][cH:107][cH:108][cH:109]1.[Pd:90].[Pd:91]>>[c:44]1([N:63]2[CH2:62][CH2:61][N:60]([C:66](=[O:67])[O:68][C:69]([CH3:70])([CH3:71])[CH3:72])[CH2:65][CH2:64]2)[cH:45][cH:46][c:47](-[c:50]2[c:51]([C:55](=[O:56])[O:57][CH2:58][CH3:59])[n:52][cH:53][o:54]2)[cH:48][cH:49]1. Reactants: C1(\C=C/C(=O)O1)=O (maleic anhydride), NC1=C2C(CC2)=CC=C1 (4-aminobenzocyclobutene). Run in C(Cl)Cl (methylene chloride), C(Cl)Cl (methylene chloride), C(Cl)Cl (methylene chloride). Reaction conditions: time 8 hour. Yields the product C1(=CC=CC=C1)NC(\C=C/C(=O)O)=O (N-phenyl-maleamic acid). RXN SMILES: [C:1]1(=[O:7])[O:6][C:4](=[O:5])[CH:3]=[CH:2]1.[NH2:8][C:9]1[CH:16]=[CH:15][CH:14]=[C:11]2CC[C:10]=12>C(Cl)Cl>[C:9]1([NH:8][C:1](=[O:7])/[CH:2]=[CH:3]\[C:4]([OH:6])=[O:5])[CH:16]=[CH:15][CH:14]=[CH:11][CH:10]=1. Reported procedure: 2.80 g (28.55 mmole) of maleic anhydride was dissolved completely in about 60 ml of methylene chloride. To this solution was added the freshly prepared 4-aminobenzocyclobutene (3.35 g., 28.11 mmole). Immmediately, bright yellow precipitates formed quantitatively. The reaction was quite exothermic as evidenced by the self-refluxing of methylene chloride. Additional 30 ml of methylene chloride was added to moderate the reaction temperature. Finally, the resultant bright yellow heterogeneous mixtur... Reactants: FC=1C=C(C=CC1OC)C=1C(N(C(=NC1)SC)C)=O (5-(3-fluoro-4-methoxyphenyl)-3-methyl-2-methylthio-3H-pyrimidin-4-one), C(=O)(O)[O-].[Na+] (NaHCO3), Br (HBr), C(=O)(O)[O-].[Na+] (NaHCO3), C(=O)(O)[O-].[Na+] (NaHCO3), [OH-].[Na+] (NaOH). The solvent is CCOC(=O)C (EtOAc), CC(=O)O (HOAc). Reaction conditions: temperature 110 celsius, time 1.5 hour. Yields the product FC=1C=C(C=CC1O)C=1C(N(C(=NC1)SC)C)=O (5-(3-fluoro-4-hydroxyphenyl)-3-methyl-2-methylthio-3H-pyrimidin-4-one). Reaction SMILES: [F:1][C:2]1[CH:3]=[C:4]([C:10]2[C:11](=[O:19])[N:12]([CH3:18])[C:13]([S:16][CH3:17])=[N:14][CH:15]=2)[CH:5]=[CH:6][C:7]=1[O:8]C.Br.C([O-])(O)=O.[Na+].[OH-].[Na+]>CC(O)=O.CCOC(C)=O>[F:1][C:2]1[CH:3]=[C:4]([C:10]2[C:11](=[O:19])[N:12]([CH3:18])[C:13]([S:16][CH3:17])=[N:14][CH:15]=2)[CH:5]=[CH:6][C:7]=1[OH:8] |f:2.3,4.5|. Reported procedure: 5-(3-Fluoro-4-methoxyphenyl)-3-methyl-2-methylthio-3H-pyrimidin-4-one (Step 4, 10.05 g, 35.85 mmol) was suspended in glacial HOAc (60 mL) and HBr (240 mL, 48%) was added. The reaction was put in an oil bath (110° C.) and stirred for 1.5 h. The reaction was heated to 120° C. and stirred for an additional 1.5 h, and which time LCMS showed very little starting material. The reaction was cooled to 0° C., and EtOAc (300 mL) was added. Saturated NaHCO3 (0.2 L) was added, the reaction was transferred t... Reactants: BrN1C(CCC1=O)=O (N-bromosuccinimide), ClC=1C=C(C=CC1Cl)SCCCCOC=1C=CC2=C(C(OC(N2)=O)(C)C)C1 (6-[4-(3,4-dichlorophenylmercapto)-butoxy]-4,4-dimethyl-4H-3,1-benzoxazin-2-one), O (water). The product is ClC=1C=C(C=CC1Cl)S(=O)CCCCOC=1C=CC2=C(C(OC(N2)=O)(C)C)C1 (6-[4-(3,4-Dichloro-phenylsulfinyl)-butoxy]-4,4-dimethyl-4H-3,1-benzoxazin-2-one). Reaction SMILES: BrN1C(=[O:7])CCC1=O.[Cl:9][C:10]1[CH:11]=[C:12]([S:17][CH2:18][CH2:19][CH2:20][CH2:21][O:22][C:23]2[CH:24]=[CH:25][C:26]3[NH:31][C:30](=[O:32])[O:29][C:28]([CH3:34])([CH3:33])[C:27]=3[CH:35]=2)[CH:13]=[CH:14][C:15]=1[Cl:16].O>CO>[Cl:9][C:10]1[CH:11]=[C:12]([S:17]([CH2:18][CH2:19][CH2:20][CH2:21][O:22][C:23]2[CH:24]=[CH:25][C:26]3[NH:31][C:30](=[O:32])[O:29][C:28]([CH3:33])([CH3:34])[C:27]=3[CH:35]=2)=[O:7])[CH:13]=[CH:14][C:15]=1[Cl:16]. Run in CO (methanol). Reported procedure: One gram (0.0056 mol) of N-bromosuccinimide is gradually added to a solution of 2.13 gm (0.005 mol) of 6-[4-(3,4-dichlorophenylmercapto)-butoxy]-4,4-dimethyl-4H-3,1-benzoxazin-2-one in 50 ml of methanol, under stirring. After reaction for 24 hours, 500 ml of water at 80° C. is added, and the precipitate is subjected to suction filtration after stirring for two hours. By recrystallization from isopropanol/diisopropylether, crystals are obtained, melting point: 136°-139° C. The reactants are COCCOC, OB(O)c1cc2ccccc2nc1Cl, COc1ccc(CN(Cc2ccc(OC)cc2)c2nc(C)nc(I)n2)cc1, [Na+], [Na+], O=C([O-])[O-], O, c1ccc(P(c2ccccc2)(c2ccccc2)[Pd](P(c2ccccc2)(c2ccccc2)c2ccccc2)(P(c2ccccc2)(c2ccccc2)c2ccccc2)P(c2ccccc2)(c2ccccc2)c2ccccc2)cc1. Yields the product COc1ccc(CN(Cc2ccc(OC)cc2)c2nc(C)nc(-c3cc4ccccc4nc3Cl)n2)cc1. RXN SMILES: [CH3:48][O:49][CH2:50][CH2:51][O:52][CH3:53].[Cl:28][c:29]1[n:30][c:31]2[cH:32][cH:33][cH:34][cH:35][c:36]2[cH:37][c:38]1[B:39]([OH:40])[OH:41].[I:1][c:2]1[n:3][c:4]([N:9]([CH2:10][c:11]2[cH:12][cH:13][c:14]([O:17][CH3:18])[cH:15][cH:16]2)[CH2:19][c:20]2[cH:21][cH:22][c:23]([O:26][CH3:27])[cH:24][cH:25]2)[n:5][c:6]([CH3:8])[n:7]1.[Na+:42].[Na+:43].[O-:44][C:45](=[O:46])[O-:47].[OH2:131].[cH:54]1[cH:55][cH:56][c:57]([P:58]([Pd:59]([P:60]([c:61]2[cH:62][cH:63][cH:64][cH:65][cH:66]2)([c:67]2[cH:68][cH:69][cH:70][cH:71][cH:72]2)[c:73]2[cH:74][cH:75][cH:76][cH:77][cH:78]2)([P:79]([c:80]2[cH:81][cH:82][cH:83][cH:84][cH:85]2)([c:86]2[cH:87][cH:88][cH:89][cH:90][cH:91]2)[c:92]2[cH:93][cH:94][cH:95][cH:96][cH:97]2)[P:98]([c:99]2[cH:100][cH:101][cH:102][cH:103][cH:104]2)([c:105]2[cH:106][cH:107][cH:108][cH:109][cH:110]2)[c:111]2[cH:112][cH:113][cH:114][cH:115][cH:116]2)([c:117]2[cH:118][cH:119][cH:120][cH:121][cH:122]2)[c:123]2[cH:124][cH:125][cH:126][cH:127][cH:128]2)[cH:129][cH:130]1>>[c:2]1(-[c:38]2[c:29]([Cl:28])[n:30][c:31]3[cH:32][cH:33][cH:34][cH:35][c:36]3[cH:37]2)[n:3][c:4]([N:9]([CH2:10][c:11]2[cH:12][cH:13][c:14]([O:17][CH3:18])[cH:15][cH:16]2)[CH2:19][c:20]2[cH:21][cH:22][c:23]([O:26][CH3:27])[cH:24][cH:25]2)[n:5][c:6]([CH3:8])[n:7]1. Reactants: ClC=1C=NC=2N(C1)N=C(C2)C(=O)O (6-chloro-pyrazolo[1,5-a]pyrimidine-2-carboxylic acid), FC1=NC=CC=C1C1=CC=C2CCNC(C2=C1)C (7-(2-Fluoro-pyridin-3-yl)-1-methyl-1,2,3,4-tetrahydro-isoquinoline). Yields the product ClC=1C=NC=2N(C1)N=C(C2)C(=O)N2C(C1=CC(=CC=C1CC2)C=2C(=NC=CC2)F)C ((6-Chloro-pyrazolo[1,5-a]pyrimidin-2-yl)-[7-(2-fluoro-pyridin-3-yl)-1-methyl-3,4-dihydro-1H-isoquinolin-2-yl]-methanone). RXN SMILES: [Cl:1][C:2]1[CH:3]=[N:4][C:5]2[N:6]([N:8]=[C:9]([C:11]([OH:13])=O)[CH:10]=2)[CH:7]=1.[F:14][C:15]1[C:20]([C:21]2[CH:30]=[C:29]3[C:24]([CH2:25][CH2:26][NH:27][CH:28]3[CH3:31])=[CH:23][CH:22]=2)=[CH:19][CH:18]=[CH:17][N:16]=1>>[Cl:1][C:2]1[CH:3]=[N:4][C:5]2[N:6]([N:8]=[C:9]([C:11]([N:27]3[CH2:26][CH2:25][C:24]4[C:29](=[CH:30][C:21]([C:20]5[C:15]([F:14])=[N:16][CH:17]=[CH:18][CH:19]=5)=[CH:22][CH:23]=4)[CH:28]3[CH3:31])=[O:13])[CH:10]=2)[CH:7]=1. Reported procedure: In close analogy to the procedure described in Example 1, 6-chloro-pyrazolo[1,5-a]pyrimidine-2-carboxylic acid is reacted with 7-(2-Fluoro-pyridin-3-yl)-1-methyl-1,2,3,4-tetrahydro-isoquinoline to provide the title compound in moderate yield. Starting materials: CC(=O)c1ccccn1, CCn1c(NN)nc2ccccc21, CC(=O)O, CO. Yields the product CCn1c(NN=C(C)c2ccccn2)nc2ccccc21. RXN SMILES: [C:1]([CH3:2])(=[O:3])[c:4]1[n:5][cH:6][cH:7][cH:8][cH:9]1.[CH2:10]([CH3:11])[n:12]1[c:13]([NH:21][NH2:22])[n:14][c:15]2[c:16]1[cH:17][cH:18][cH:19][cH:20]2.[CH3:23][C:24](=[O:25])[OH:26].[CH3:27][OH:28]>>[C:1]([CH3:2])([c:4]1[n:5][cH:6][cH:7][cH:8][cH:9]1)=[N:22][NH:21][c:13]1[n:12]([CH2:10][CH3:11])[c:16]2[c:15]([n:14]1)[cH:20][cH:19][cH:18][cH:17]2. Starting materials: CC(=O)O[BH-](OC(C)=O)OC(C)=O, O=C([O-])O, COCC(O)CNCc1ccccc1, CC#N, CC(=O)O, CCCN(C)c1cnc(C=O)c(Cl)n1, [Na+], [Na+]. Product: CCCN(C)c1cnc(CN(Cc2ccccc2)CC(O)COC)c(Cl)n1. As a reaction SMILES: [C:29]([O:30][BH-:31]([O:32][C:33](=[O:34])[CH3:35])[O:36][C:37](=[O:38])[CH3:39])(=[O:40])[CH3:41].[C:43](=[O:44])([O-:45])[OH:46].[CH2:15]([c:16]1[cH:17][cH:18][cH:19][cH:20][cH:21]1)[NH:22][CH2:23][CH:24]([CH2:25][O:26][CH3:27])[OH:28].[CH3:48][C:49]#[N:50].[CH3:51][C:52](=[O:53])[OH:54].[Cl:1][c:2]1[c:3]([CH:13]=[O:14])[n:4][cH:5][c:6]([N:8]([CH2:9][CH2:10][CH3:11])[CH3:12])[n:7]1.[Na+:42].[Na+:47]>>[Cl:1][c:2]1[c:3]([CH2:13][N:22]([CH2:15][c:16]2[cH:17][cH:18][cH:19][cH:20][cH:21]2)[CH2:23][CH:24]([CH2:25][O:26][CH3:27])[OH:28])[n:4][cH:5][c:6]([N:8]([CH2:9][CH2:10][CH3:11])[CH3:12])[n:7]1. The reactants are CC1(COC2(OC1)CCC(CC2)OC2=C(C(=NC=C2)C)OC)C (4-(3,3-dimethyl-1,5-dioxaspiro[5.5]undecan-9-yloxy)-3-methoxy-2-methylpyridine), C(=O)O (formic acid). Solvent: CC(=O)C (acetone). Yields the product O=C1CCC(CC1)OC1=C(C(=NC=C1)C)OC (4-(4-Oxocyclohexyloxy)-3-methoxy-2-methylpyridine). As a reaction SMILES: CC1(C)CO[C:5]2([CH2:12][CH2:11][CH:10]([O:13][C:14]3[CH:19]=[CH:18][N:17]=[C:16]([CH3:20])[C:15]=3[O:21][CH3:22])[CH2:9][CH2:8]2)[O:4]C1.C(O)=O>CC(C)=O>[O:4]=[C:5]1[CH2:8][CH2:9][CH:10]([O:13][C:14]2[CH:19]=[CH:18][N:17]=[C:16]([CH3:20])[C:15]=2[O:21][CH3:22])[CH2:11][CH2:12]1. Procedure: 1 g of 4-(3,3-dimethyl-1,5-dioxaspiro[5.5]undecan-9-yloxy)-3-methoxy-2-methylpyridine is stirred with 20 ml of formic acid and 5 ml of acetone for 5 hours. The residue which remains after concentrating is purified by chromatography on silica gel using ethyl acetate. 0.3 g=41%; m.p.: 56° to 57° C. Starting materials: ClCCl, O=C(O)C(F)(F)F, CC(C)(C)OC(=O)N1CC(=O)c2cn(S(=O)(=O)c3ccccc3)c3cccc(c23)C1. Yields the product O=C(O)C(F)(F)F, O=C1CNCc2cccc3c2c1cn3S(=O)(=O)c1ccccc1. Reaction SMILES: [Cl:38][CH2:39][Cl:40].[F:31][C:32]([C:33](=[O:34])[OH:35])([F:36])[F:37].[O:1]=[C:2]1[CH2:3][N:4]([C:24]([O:25][C:26]([CH3:27])([CH3:28])[CH3:29])=[O:30])[CH2:5][c:6]2[c:7]3[c:8]1[cH:9][n:10]([S:15](=[O:16])(=[O:17])[c:18]1[cH:19][cH:20][cH:21][cH:22][cH:23]1)[c:11]3[cH:12][cH:13][cH:14]2>>[F:31][C:32]([C:33](=[O:34])[OH:35])([F:36])[F:37].[O:1]=[C:2]1[CH2:3][NH:4][CH2:5][c:6]2[c:7]3[c:8]1[cH:9][n:10]([S:15](=[O:16])(=[O:17])[c:18]1[cH:19][cH:20][cH:21][cH:22][cH:23]1)[c:11]3[cH:12][cH:13][cH:14]2.